This data is from the Open Reaction Database (ORD), a public repository of structured organic reaction records. The task is: describe an organic reaction: reactants, conditions, products, and yield The reactants are C(C)(C)(C)OC(=O)N1CC=2C=C3C(=CC2C[C@H]1C(=O)O)OC[C@@H](O3)C3=CC=C(C=C3)OCC3=CC(=C(C=C3)Cl)Cl ((3S,8S)-3-[4-(3,4-Dichloro-benzyloxy)-phenyl]-2,3,8,9-tetrahydro-6H-[1,4]dioxino[2,3-g]isoquinoline-7,8-dicarboxylic acid 7-tert-butyl ester), Cl.Cl.COC([C@H](CC1=CC=C(C=C1)C1=C(C(=NC=C1)C)C)N)=O ((S)-2-amino-3-[4-(2,3-dimethyl-pyridin-4-yl)-phenyl]-propionic acid methyl ester bis hydrochloride). Yields the product C(C)(C)(C)OC(=O)N1CC=2C=C3C(=CC2C[C@H]1C(N[C@@H](CC1=CC=C(C=C1)C1=C(C(=NC=C1)C)C)C(=O)OC)=O)OC[C@@H](O3)C3=CC=C(C=C3)OCC3=CC(=C(C=C3)Cl)Cl ((3S,8S)-3-[4-(3,4-dichloro-benzyloxy)-phenyl]-8-{(S)-2-[4-(2,3-dimethyl-pyridin-4-yl)-phenyl]-1-methoxycarbonyl-ethylcarbamoyl}-2,3,8,9-tetrahydro-6H-[1,4]dioxino[2,3-g]isoquinoline-7-carboxylic acid tert-butyl ester). Yield: 62.8%. RXN SMILES: [C:1]([O:5][C:6]([N:8]1[C@H:17]([C:18](O)=[O:19])[CH2:16][C:15]2[CH:14]=[C:13]3[O:21][CH2:22][C@H:23]([C:25]4[CH:30]=[CH:29][C:28]([O:31][CH2:32][C:33]5[CH:38]=[CH:37][C:36]([Cl:39])=[C:35]([Cl:40])[CH:34]=5)=[CH:27][CH:26]=4)[O:24][C:12]3=[CH:11][C:10]=2[CH2:9]1)=[O:7])([CH3:4])([CH3:3])[CH3:2].Cl.Cl.[CH3:43][O:44][C:45](=[O:63])[C@@H:46]([NH2:62])[CH2:47][C:48]1[CH:53]=[CH:52][C:51]([C:54]2[CH:59]=[CH:58][N:57]=[C:56]([CH3:60])[C:55]=2[CH3:61])=[CH:50][CH:49]=1>>[C:1]([O:5][C:6]([N:8]1[C@H:17]([C:18](=[O:19])[NH:62][C@H:46]([C:45]([O:44][CH3:43])=[O:63])[CH2:47][C:48]2[CH:49]=[CH:50][C:51]([C:54]3[CH:59]=[CH:58][N:57]=[C:56]([CH3:60])[C:55]=3[CH3:61])=[CH:52][CH:53]=2)[CH2:16][C:15]2[CH:14]=[C:13]3[O:21][CH2:22][C@H:23]([C:25]4[CH:30]=[CH:29][C:28]([O:31][CH2:32][C:33]5[CH:38]=[CH:37][C:36]([Cl:39])=[C:35]([Cl:40])[CH:34]=5)=[CH:27][CH:26]=4)[O:24][C:12]3=[CH:11][C:10]=2[CH2:9]1)=[O:7])([CH3:4])([CH3:2])[CH3:3] |f:1.2.3|. Reported procedure: (3S,8S)-3-[4-(3,4-Dichloro-benzyloxy)-phenyl]-2,3,8,9-tetrahydro-6H-[1,4]dioxino[2,3-g]isoquinoline-7,8-dicarboxylic acid 7-tert-butyl ester (0.33 g) was coupled with (S)-2-amino-3-[4-(2,3-dimethyl-pyridin-4-yl)-phenyl]-propionic acid methyl ester bis hydrochloride (0.20 g) according to General Procedure L to provide (3S,8S)-3-[4-(3,4-dichloro-benzyloxy)-phenyl]-8-{(S)-2-[4-(2,3-dimethyl-pyridin-4-yl)-phenyl]-1-methoxycarbonyl-ethylcarbamoyl}-2,3,8,9-tetrahydro-6H-[1,4]dioxino[2,3-g]isoquinoline... The reactants are CC(C)(C)OC(=O)N(C(=O)OC(C)(C)C)C(CCC(CN)c1cccc(F)c1F)C(=O)O, ClCCCl, CCO, CCN(C(C)C)C(C)C, CC(C)(O)CCl, ClCCl, [Na+], O=C([O-])O. Product: CC(C)(O)CN1CC(c2cccc(F)c2F)CCC(N(C(=O)OC(C)(C)C)C(=O)OC(C)(C)C)C1=O. RXN SMILES: [C:1]([CH3:2])([CH3:3])([CH3:4])[O:5][C:6](=[O:7])[N:8]([CH:9]([CH2:10][CH2:11][CH:12]([CH2:13][NH2:14])[c:15]1[c:16]([F:22])[c:17]([F:21])[cH:18][cH:19][cH:20]1)[C:23](=[O:24])[OH:25])[C:26](=[O:27])[O:28][C:29]([CH3:30])([CH3:31])[CH3:32].[CH2:48]([Cl:49])[CH2:50][Cl:51].[CH3:57][CH2:58][OH:59].[CH:39]([N:40]([CH:41]([CH3:42])[CH3:43])[CH2:44][CH3:45])([CH3:46])[CH3:47].[Cl:33][CH2:34][C:35]([CH3:36])([OH:37])[CH3:38].[Cl:60][CH2:61][Cl:62].[Na+:56].[O-:52][C:53]([OH:54])=[O:55]>>[C:1]([CH3:2])([CH3:3])([CH3:4])[O:5][C:6](=[O:7])[N:8]([CH:9]1[CH2:10][CH2:11][CH:12]([c:15]2[c:16]([F:22])[c:17]([F:21])[cH:18][cH:19][cH:20]2)[CH2:13][N:14]([CH2:34][C:35]([CH3:36])([OH:37])[CH3:38])[C:23]1=[O:24])[C:26](=[O:27])[O:28][C:29]([CH3:30])([CH3:31])[CH3:32]. Starting materials: CN(C)C=O, CNOC, O=C(Cl)C(=O)Cl, ClCCl, Cl, [K+], O, O=C([O-])c1cc2n(n1)CCC2. Yields the product CON(C)C(=O)c1cc2n(n1)CCC2. As a reaction SMILES: [CH3:13][N:14]([CH3:15])[CH:16]=[O:17].[CH3:25][NH:26][O:27][CH3:28].[Cl:18][C:19]([C:20]([Cl:21])=[O:22])=[O:23].[Cl:29][CH2:30][Cl:31].[ClH:24].[K+:12].[OH2:32].[n:1]1[n:2]2[c:3]([cH:4][c:5]1[C:6](=[O:7])[O-:8])[CH2:9][CH2:10][CH2:11]2>>[n:1]1[n:2]2[c:3]([cH:4][c:5]1[C:6](=[O:7])[N:26]([CH3:25])[O:27][CH3:28])[CH2:9][CH2:10][CH2:11]2. Procedure: A mixture of 2-chloro-5-methyl-pyrimidin-4-ylamine (0.50 g, 3.5 mmol) and 4-(2-pyrrolidin-1-yl-ethoxy)-phenylamine (1.1 g, 5.3 mmol) in acetic acid (8 mL) was sealed in a microwave reaction tube and irradiated with microwave at 150° C. for 15 min. After cooling to room temperature, the cap was removed and the mixture concentrated. The residue was taken in water (30 mL) and neutralized with 10% NaOH solution until pH 10. The resulting aqueous layer was extracted with EtOAc (2×30 mL) and the combi... The product is CC=1C(=NC(=NC1)NC1=CC=C(C=C1)OCCN1CCCC1)N (5-Methyl-N2-[4-(2-pyrrolidin-1-yl-ethoxy)-phenyl]-pyrimidine-2,4-diamine). Isolated yield 72.9%. Starting materials: ClC1=NC=C(C(=N1)N)C (2-chloro-5-methyl-pyrimidin-4-ylamine), N1(CCCC1)CCOC1=CC=C(C=C1)N (4-(2-pyrrolidin-1-yl-ethoxy)-phenylamine). Reaction SMILES: Cl[C:2]1[N:7]=[C:6]([NH2:8])[C:5]([CH3:9])=[CH:4][N:3]=1.[N:10]1([CH2:15][CH2:16][O:17][C:18]2[CH:23]=[CH:22][C:21]([NH2:24])=[CH:20][CH:19]=2)[CH2:14][CH2:13][CH2:12][CH2:11]1>C(O)(=O)C>[CH3:9][C:5]1[C:6]([NH2:8])=[N:7][C:2]([NH:24][C:21]2[CH:22]=[CH:23][C:18]([O:17][CH2:16][CH2:15][N:10]3[CH2:14][CH2:13][CH2:12][CH2:11]3)=[CH:19][CH:20]=2)=[N:3][CH:4]=1. Run in C(C)(=O)O (acetic acid). Starting materials: BrC=1C=CC(=C(C1)NC1=CC=CC=C1)[N+](=O)[O-] (5-bromo-2-nitro-N-phenylbenzenamine), N1CCCCC1 (piperidine). The solvent is CN1CCCC1=O (NMP). Yields the product [N+](=O)([O-])C1=C(C=C(C=C1)N1CCCCC1)NC1=CC=CC=C1 (2-Nitro-N-phenyl-5-(piperidin-1-yl)benzenamine). Yield: 98.9%. As a reaction SMILES: Br[C:2]1[CH:3]=[CH:4][C:5]([N+:15]([O-:17])=[O:16])=[C:6]([NH:8][C:9]2[CH:14]=[CH:13][CH:12]=[CH:11][CH:10]=2)[CH:7]=1.[NH:18]1[CH2:23][CH2:22][CH2:21][CH2:20][CH2:19]1>CN1C(=O)CCC1>[N+:15]([C:5]1[CH:4]=[CH:3][C:2]([N:18]2[CH2:23][CH2:22][CH2:21][CH2:20][CH2:19]2)=[CH:7][C:6]=1[NH:8][C:9]1[CH:14]=[CH:13][CH:12]=[CH:11][CH:10]=1)([O-:17])=[O:16]. Reported procedure: A solution of 4-bromo-2-fluoro-1-nitrobenzene (10.0 g, 45 mmol), diisopropanylethylamine (15.8 ml, 90 mmol) and aniline (5.0 ml, 54 mmol) in 100 ml 1-methylpyrrolidin-2-one (NMP) was heated at 100° C. for 16 hours. The solution was cooled to room temperature and added 1,000 ml water. The result red precipitate was filtered and washed with water (100 ml), dried under high vacuum to obtain 5-bromo-2-nitro-N-phenylbenzenamine (10.3 g, 77%). A solution of 5-bromo-2-nitro-N-phenylbenzenamine (0.50 g,... Yields the product FC=1C=C(OC2(C=3N(CCC2)C(=NN3)C3=NC(=C(C=C3)N3C=NC(=C3)C)OC)C(=O)OCC)C=CC1F (ethyl 8-(3,4-difluorophenoxy)-3-[6-methoxy-5-(4-methyl-1H-imidazol-1-yl)pyridin-2-yl]-5,6,7,8-tetrahydro[1,2,4]triazolo[4,3-a]pyridine-8-carboxylate). RXN SMILES: [F:1][C:2]1[CH:3]=[C:4]([OH:9])[CH:5]=[CH:6][C:7]=1[F:8].C(=O)([O-])[O-].[K+].[K+].Cl[C:17]1([C:40]([O:42][CH2:43][CH3:44])=[O:41])[CH2:22][CH2:21][CH2:20][N:19]2[C:23]([C:26]3[CH:31]=[CH:30][C:29]([N:32]4[CH:36]=[C:35]([CH3:37])[N:34]=[CH:33]4)=[C:28]([O:38][CH3:39])[N:27]=3)=[N:24][N:25]=[C:18]12>CN(C=O)C.C(OCC)(=O)C.[Cl-].[NH4+]>[F:1][C:2]1[CH:3]=[C:4]([CH:5]=[CH:6][C:7]=1[F:8])[O:9][C:17]1([C:40]([O:42][CH2:43][CH3:44])=[O:41])[CH2:22][CH2:21][CH2:20][N:19]2[C:23]([C:26]3[CH:31]=[CH:30][C:29]([N:32]4[CH:36]=[C:35]([CH3:37])[N:34]=[CH:33]4)=[C:28]([O:38][CH3:39])[N:27]=3)=[N:24][N:25]=[C:18]12 |f:1.2.3,7.8|. The solvent is C(C)(=O)OCC (ethyl acetate), [Cl-].[NH4+] (ammonium chloride), CN(C)C=O (DMF). Isolated yield 49.9%. Run at temperature 100 celsius, time 30 minute. The reactants are FC=1C=C(C=CC1F)O (3,4-difluorophenol), C([O-])([O-])=O.[K+].[K+] (potassium carbonate), ClC1(C=2N(CCC1)C(=NN2)C2=NC(=C(C=C2)N2C=NC(=C2)C)OC)C(=O)OCC (ethyl 8-chloro-3-[6-methoxy-5-(4-methyl-1H-imidazol-1-yl)pyridin-2-yl]-5,6,7,8-tetrahydro[1,2,4]triazolo[4,3-a]pyridine-8-carboxylate). Procedure: To a mixture of 3,4-difluorophenol (59 mg) and potassium carbonate (0.18 g) in DMF (4 mL) was added ethyl 8-chloro-3-[6-methoxy-5-(4-methyl-1H-imidazol-1-yl)pyridin-2-yl]-5,6,7,8-tetrahydro[1,2,4]triazolo[4,3-a]pyridine-8-carboxylate (0.18 g) at room temperature, and the mixture was stirred at 100° C. for 30 min. The reaction mixture was cooled to room temperature, and diluted with ethyl acetate and saturated aqueous ammonium chloride solution, the mixture was washed with saturated brine, and dr... Reactants: CCCC[Sn](CCCC)(CCCC)c1ccccn1, C1CCOC1, [Pd], c1ccc(P(c2ccccc2)c2ccccc2)cc1, c1ccc(P(c2ccccc2)c2ccccc2)cc1, c1ccc(P(c2ccccc2)c2ccccc2)cc1, c1ccc(P(c2ccccc2)c2ccccc2)cc1, N#Cc1cc(Br)cc(-c2nc(-c3ccccn3)no2)c1. The product is N#Cc1cc(-c2ccccn2)cc(-c2nc(-c3ccccn3)no2)c1. RXN SMILES: [CH2:21]([Sn:22]([CH2:23][CH2:24][CH2:25][CH3:32])([c:26]1[n:27][cH:28][cH:29][cH:30][cH:31]1)[CH2:33][CH2:34][CH2:35][CH3:36])[CH2:37][CH2:38][CH3:39].[O:40]1[CH2:41][CH2:42][CH2:43][CH2:44]1.[Pd:45].[c:103]1([P:104]([c:105]2[cH:106][cH:107][cH:108][cH:109][cH:110]2)[c:111]2[cH:112][cH:113][cH:114][cH:115][cH:116]2)[cH:117][cH:118][cH:119][cH:120][cH:121]1.[c:46]1([P:47]([c:48]2[cH:49][cH:50][cH:51][cH:52][cH:53]2)[c:54]2[cH:55][cH:56][cH:57][cH:58][cH:59]2)[cH:60][cH:61][cH:62][cH:63][cH:64]1.[c:65]1([P:66]([c:67]2[cH:68][cH:69][cH:70][cH:71][cH:72]2)[c:73]2[cH:74][cH:75][cH:76][cH:77][cH:78]2)[cH:79][cH:80][cH:81][cH:82][cH:83]1.[c:84]1([P:85]([c:86]2[cH:87][cH:88][cH:89][cH:90][cH:91]2)[c:92]2[cH:93][cH:94][cH:95][cH:96][cH:97]2)[cH:98][cH:99][cH:100][cH:101][cH:102]1.[n:1]1[c:2](-[c:7]2[n:8][o:9][c:10](-[c:12]3[cH:13][c:14]([Br:20])[cH:15][c:16]([C:18]#[N:19])[cH:17]3)[n:11]2)[cH:3][cH:4][cH:5][cH:6]1>>[n:1]1[c:2](-[c:7]2[n:8][o:9][c:10](-[c:12]3[cH:13][c:14](-[c:26]4[n:27][cH:28][cH:29][cH:30][cH:31]4)[cH:15][c:16]([C:18]#[N:19])[cH:17]3)[n:11]2)[cH:3][cH:4][cH:5][cH:6]1. Reactants: C([O-])([O-])=O (carbonate), C1=CC(=CC=C1C(=O)CBr)[N+](=O)[O-] (2-bromo-4-nitroacetophenone), NC=1SC2=C(N1)C=CC(=C2)O (2-amino-6-hydroxybenzothiazole), C([O-])(O)=O (bicarbonate), C([O-])(O)=O.[Na+] (sodium bicarbonate). Run in C(C)O (ethanol), C(C)(C)O (isopropanol), C(CCC)O (n-butanol). Run at temperature 112.5 celsius. Product: [N+](=O)([O-])C1=CC=C(C=C1)C=1N=C2SC3=C(N2C1)C=CC(=C3)O (2-(4-Nitrophenyl)imidazo[2,1-b]benzothiazol-7-ol). As a reaction SMILES: C(=O)([O-])[O-].C(=O)(O)[O-].C(=O)(O)[O-].[Na+].[NH2:14][C:15]1[S:16][C:17]2[CH:23]=[C:22]([OH:24])[CH:21]=[CH:20][C:18]=2[N:19]=1.[CH:25]1[C:30]([C:31]([CH2:33]Br)=O)=[CH:29][CH:28]=[C:27]([N+:35]([O-:37])=[O:36])[CH:26]=1>C(O)CCC.C(O)(C)C.C(O)C>[N+:35]([C:27]1[CH:28]=[CH:29][C:30]([C:31]2[N:14]=[C:15]3[N:19]([CH:33]=2)[C:18]2[CH:20]=[CH:21][C:22]([OH:24])=[CH:23][C:17]=2[S:16]3)=[CH:25][CH:26]=1)([O-:37])=[O:36] |f:2.3|. Reported procedure: Alternatively, the reaction may be carried out in the presence of a base, for example, in the presence of one or more carbonate or bicarbonate salt. For example, sodium bicarbonate is added to a mixture of 2-amino-6-hydroxybenzothiazole and 2-bromo-4-nitroacetophenone in a suitable solvent such as ethanol, isopropanol or n-butanol, and the resulting mixture is stirred at a suitable temperature, for example, to reflux and maintained at reflux (110-115° C.) for 2-3 h or until the reaction is subst... Reactants: CC1=C(C(CC1)C(=C)C)CC(COC(C)=O)(C)C (1-Methyl-2-(2,2-dimethyl-3-acetoxypropyl)-3-isopropenylcyclopent-1-ene), CC1=C(C(CC1)C(=C)C)CC(COC(C)=O)(C)C (1-Methyl-2-(2,2-dimethyl-3-acetoxypropyl)-3-isopropenylcyclopent-1-ene). The reagents and catalysts are [Ni] (Raney nickel). Solvent: C(C)O (ethanol). Yields the product CC1=C(C(CC1)C(C)C)CC(COC(C)=O)(C)C (1-Methyl-2-(2,2-dimethyl-3-acetoxypropyl)-3-isopropylcyclopent-1-ene). The yield is 85.0%. Reaction SMILES: [CH3:1][C:2]1[CH2:6][CH2:5][CH:4]([C:7]([CH3:9])=[CH2:8])[C:3]=1[CH2:10][C:11]([CH3:18])([CH3:17])[CH2:12][O:13][C:14](=[O:16])[CH3:15]>C(O)C.[Ni]>[CH3:1][C:2]1[CH2:6][CH2:5][CH:4]([CH:7]([CH3:9])[CH3:8])[C:3]=1[CH2:10][C:11]([CH3:17])([CH3:18])[CH2:12][O:13][C:14](=[O:16])[CH3:15]. Procedure details: 10 g of the product from Example 4 in solution in ethanol were partially hydrogenated at 50° C under a hydrogen pressure of 100 bars, in the presence of 1 g of Raney nickel, to give the above compound. Yield 85%, boiling point 70°-76° C/0.05 mm Hg, nD25 : 1.4622. Somewhat blander odor than the analogous isopropenyl compound (see Example 4). The reactants are Nc1ccccc1Br, O=C([O-])[O-], Cc1ccccc1B(O)O, COCCOC, [K+], [K+], c1ccc(P(c2ccccc2)c2ccccc2)cc1. Yields the product Cc1ccccc1-c1ccccc1N. Reaction SMILES: [Br:11][c:12]1[c:13]([NH2:14])[cH:15][cH:16][cH:17][cH:18]1.[C:38](=[O:39])([O-:40])[O-:41].[CH3:1][c:2]1[c:3]([B:8]([OH:9])[OH:10])[cH:4][cH:5][cH:6][cH:7]1.[CH3:44][O:45][CH2:46][CH2:47][O:48][CH3:49].[K+:42].[K+:43].[c:19]1([P:20]([c:21]2[cH:22][cH:23][cH:24][cH:25][cH:26]2)[c:27]2[cH:28][cH:29][cH:30][cH:31][cH:32]2)[cH:33][cH:34][cH:35][cH:36][cH:37]1>>[CH3:1][c:2]1[c:3](-[c:12]2[c:13]([NH2:14])[cH:15][cH:16][cH:17][cH:18]2)[cH:4][cH:5][cH:6][cH:7]1.